Dataset: the Open Reaction Database (ORD), a public repository of structured organic reaction records. Task: describe an organic reaction: reactants, conditions, products, and yield Starting materials: N#CCCCCCC#N, CC(C)(C)[O-], [K+], O. The product is N#CC1=C(N)CCCC1. Reaction SMILES: [C:1]([CH2:2][CH2:3][CH2:4][CH2:5][CH2:6][C:7]#[N:8])#[N:9].[CH3:10][C:11]([CH3:12])([O-:13])[CH3:14].[K+:15].[OH2:16]>>[C:1]([C:2]1=[C:7]([NH2:8])[CH2:6][CH2:5][CH2:4][CH2:3]1)#[N:9]. Starting materials: ClC1=CC=C(C=C1)NC=1C=C(C=C(C1)C1=CC=C(C=C1)C(F)(F)F)C(C(=O)O)CC(C)C (2-[5-(4-chloro-phenylamino)-4′-trifluoromethyl-biphenyl-3-yl]-4-methyl-pentanoic acid), C(C)(=O)[O-].[Na+] (sodium acetate), C1(=CC=CC=C1)C (toluene), C(CC(C)C)(=O)Cl (isovaleryl chloride). Run in O (water). Conditions: time 48 hour. Product: ClC1=CC=C(C=C1)N(C=1C=C(C=C(C1)C1=CC=C(C=C1)C(F)(F)F)C(C(=O)O)CC(C)C)C(CC(C)C)=O (2-{5-[(4-Chloro-phenyl)-(3-methyl-butyryl)-amino]-4′-trifluoromethyl-biphenyl-3-yl}-4-methyl-pentanoic acid). Yield: 27.1%. RXN SMILES: [Cl:1][C:2]1[CH:7]=[CH:6][C:5]([NH:8][C:9]2[CH:10]=[C:11]([CH:25]([CH2:29][CH:30]([CH3:32])[CH3:31])[C:26]([OH:28])=[O:27])[CH:12]=[C:13]([C:15]3[CH:20]=[CH:19][C:18]([C:21]([F:24])([F:23])[F:22])=[CH:17][CH:16]=3)[CH:14]=2)=[CH:4][CH:3]=1.C([O-])(=O)C.[Na+].C1(C)C=CC=CC=1.[C:45](Cl)(=[O:50])[CH2:46][CH:47]([CH3:49])[CH3:48]>O>[Cl:1][C:2]1[CH:3]=[CH:4][C:5]([N:8]([C:45](=[O:50])[CH2:46][CH:47]([CH3:49])[CH3:48])[C:9]2[CH:10]=[C:11]([CH:25]([CH2:29][CH:30]([CH3:32])[CH3:31])[C:26]([OH:28])=[O:27])[CH:12]=[C:13]([C:15]3[CH:16]=[CH:17][C:18]([C:21]([F:24])([F:22])[F:23])=[CH:19][CH:20]=3)[CH:14]=2)=[CH:6][CH:7]=1 |f:1.2|. Procedure: To a solution of 2-[5-(4-chloro-phenylamino)-4′-trifluoromethyl-biphenyl-3-yl]-4-methyl-pentanoic acid (51.1 mg, 0.11 mmol), sodium acetate 40 mg, 1.1 mmol) and toluene (0.5 mL) was added isovaleryl chloride (60 μL, 0.55 mmol) and the resulting mixture was stirred at RT for 48 hr. The mixture was treated with water (10 mL) and extracted with EtOAc (2×25 mL). The combined organic layers were dried with MgSO4, filtered and the solvent was concentrated in vacuo and the residue was purified by flash... Starting materials: COC1=C(c2ccccc2)C(CCOCc2ccccc2)OC1=O, CO, [Pd]. The product is COC1=C(c2ccccc2)C(CCO)OC1=O. Reaction SMILES: [CH2:1]([c:2]1[cH:3][cH:4][cH:5][cH:6][cH:7]1)[O:8][CH2:9][CH2:10][CH:11]1[C:12]([c:19]2[cH:20][cH:21][cH:22][cH:23][cH:24]2)=[C:13]([O:17][CH3:18])[C:14](=[O:16])[O:15]1.[CH3:25][OH:26].[Pd:27]>>[OH:8][CH2:9][CH2:10][CH:11]1[C:12]([c:19]2[cH:20][cH:21][cH:22][cH:23][cH:24]2)=[C:13]([O:17][CH3:18])[C:14](=[O:16])[O:15]1. Starting materials: CO, COC(=O)c1ccc(C)c(I)c1, [Na+], [OH-], O. Yields the product Cc1ccc(C(=O)O)cc1I. Reaction SMILES: [CH3:16][OH:17].[CH3:1][O:2][C:3]([c:4]1[cH:5][c:6]([I:11])[c:7]([CH3:10])[cH:8][cH:9]1)=[O:12].[Na+:14].[OH-:13].[OH2:15]>>[O:2]=[C:3]([c:4]1[cH:5][c:6]([I:11])[c:7]([CH3:10])[cH:8][cH:9]1)[OH:12]. The reactants are BrC1=CNC(C2=C1N=C(N=C2NC2=CC=C(C=C2)OC2=CC(=CC=C2)F)SC)=O (8-Bromo-4-((4-(3-fluorophenoxy)phenyl)amino)-2-(methylthio)pyrido[4,3-d]pyrimidin-5(6H)-one), n-hexanes, C1=CC(=CC(=C1)Cl)C(=O)OO (m-CPBA), TEA, CN1CCC(CC1)N (1-methylpiperidin-4-amine), Cl (HCl). Solvent: CN(C)C=O (DMF), C(Cl)Cl (DCM), CO (methanol), C(Cl)Cl (methylene chloride), C(Cl)Cl (methylene chloride), O1CCOCC1 (dioxane). Run at temperature -10 celsius, time 30 minute. The product is BrC1=CNC(C2=C1N=C(N=C2NC2=CC=C(C=C2)OC2=CC(=CC=C2)F)NC2CCN(CC2)C)=O (8-bromo-4-((4-(3-fluorophenoxy)phenyl)amino)-2-((1-methylpiperidin-4-yl)amino)pyrido[4,3-d]pyrimidin-5(6H)-one). Yield: 90.0%. RXN SMILES: [Br:1][C:2]1[C:7]2[N:8]=[C:9](SC)[N:10]=[C:11]([NH:12][C:13]3[CH:18]=[CH:17][C:16]([O:19][C:20]4[CH:25]=[CH:24][CH:23]=[C:22]([F:26])[CH:21]=4)=[CH:15][CH:14]=3)[C:6]=2[C:5](=[O:29])[NH:4][CH:3]=1.C1C=C(Cl)C=C(C(OO)=O)C=1.[CH3:41][N:42]1[CH2:47][CH2:46][CH:45]([NH2:48])[CH2:44][CH2:43]1.Cl>CN(C=O)C.C(Cl)Cl.CO.O1CCOCC1>[Br:1][C:2]1[C:7]2[N:8]=[C:9]([NH:48][CH:45]3[CH2:46][CH2:47][N:42]([CH3:41])[CH2:43][CH2:44]3)[N:10]=[C:11]([NH:12][C:13]3[CH:18]=[CH:17][C:16]([O:19][C:20]4[CH:25]=[CH:24][CH:23]=[C:22]([F:26])[CH:21]=4)=[CH:15][CH:14]=3)[C:6]=2[C:5](=[O:29])[NH:4][CH:3]=1. Procedure details: A 40 mL reaction vial was charged with 238e (0.90 g, 1.90 mmol) in 15 mL DMF. The clear solution was cooled to −10° C. To this, was added m-CPBA (1.48 g, 6.00 mmol) at −10° C. The reaction was allowed to warm up to room temperature, and then stirred for additional 30 min at RT. To the mixture was added TEA (0.83 mL, 6.00 mmol) and 1-methylpiperidin-4-amine (685 mg, 6.00 mmol), and then it was stirred at room temperature for 1 hour with monitoring the reaction by LC-MS. The solvent was removed un... Reactants: CC(C)(C)CN, CCN=C=NCCCN(C)C, Cl, [Na+], CN(C)C=O, [OH-], On1nnc2ccccc21, O=C(O)c1cn2c(nc3ccc(CO)cc32)s1. Yields the product CC(C)(C)CNC(=O)c1cn2c(nc3ccc(CO)cc32)s1. Reaction SMILES: [CH2:40]([C:41]([CH3:42])([CH3:43])[CH3:44])[NH2:45].[CH3:12][N:13]([CH3:14])[CH2:15][CH2:16][CH2:17][N:18]=[C:19]=[N:20][CH2:21][CH3:22].[ClH:11].[Na+:47].[O:48]=[CH:49][N:50]([CH3:51])[CH3:52].[OH-:46].[OH:1][n:2]1[c:3]2[cH:4][cH:5][cH:6][cH:7][c:8]2[n:9][n:10]1.[OH:23][CH2:24][c:25]1[cH:26][cH:27][c:28]2[c:29]([n:30]3[c:31]([n:32]2)[s:33][c:34]([C:36](=[O:37])[OH:38])[cH:35]3)[cH:39]1>>[OH:23][CH2:24][c:25]1[cH:26][cH:27][c:28]2[c:29]([n:30]3[c:31]([n:32]2)[s:33][c:34]([C:36](=[O:38])[NH:45][CH2:40][C:41]([CH3:42])([CH3:43])[CH3:44])[cH:35]3)[cH:39]1.